From a dataset of the Open Reaction Database (ORD), a public repository of structured organic reaction records. describe an organic reaction: reactants, conditions, products, and yield Reactants: COC=1C=C(C=C(C1OC)OC)P(OCC1=CC=CC=C1)(OCC1=CC=CC=C1)=O (Dibenzyl 3,4,5-trimethoxyphenylphosphonate). Reagents/catalysts: [Pd] (Pd on carbon). The solvent is C(C)(=O)OCC (ethyl acetate). Reaction conditions: time 16 hour. Yields the product COC=1C=C(C=C(C1OC)OC)P(O)(O)=O (3,4,5-Trimethoxyphenylphosphonic Acid). Reaction SMILES: [CH3:1][O:2][C:3]1[CH:4]=[C:5]([P:13](=[O:30])([O:22]CC2C=CC=CC=2)[O:14]CC2C=CC=CC=2)[CH:6]=[C:7]([O:11][CH3:12])[C:8]=1[O:9][CH3:10]>C(OCC)(=O)C.[Pd]>[CH3:12][O:11][C:7]1[CH:6]=[C:5]([P:13](=[O:14])([OH:30])[OH:22])[CH:4]=[C:3]([O:2][CH3:1])[C:8]=1[O:9][CH3:10]. Procedure: To a solution of dibenzyl 3,4,5-trimethoxyphenylphosphonate 2 (1 mmol) in 30 mL of ethyl acetate is added 10% Pd on carbon (0.10 g). The mixture is stirred under an atmosphere of hydrogen for 16 hours. Mixture is filtered through celite and washed with methanol (3×10 mL). All washings and filtrate are combined and concentrated to give 3,4,5-trimethoxyphenylphosphonic acid 3. Starting materials: 2B, C1(CC1)CCN1C(C(C2=CC=CC=C12)=O)=O (1-(2-cyclopropylethyl)-1H-indole-2,3-dione), C1(=CC=CC=C1)C(N1C(C(C2=CC=CC=C12)=O)=O)C1=CC=CC=C1 (1-(diphenylmethyl)-1H-indole-2,3-dione), O1COC2=C1C=CC(=C2)O (1,3-benzodioxol-5-ol), O1CCC2=C1C=C(C=C2)O (2,3-dihydrobenzofuran-6-ol). Yields the product C1(=CC=CC=C1)C(N1C(C(C2=CC=CC=C12)(C=1C(=CC2=C(CCO2)C1)O)O)=O)C1=CC=CC=C1 (1-(diphenylmethyl)-3-hydroxy-3-(6-hydroxy-2,3-dihydro-1-benzofuran-5-yl)-1,3-dihydro-2H-indol-2-one). As a reaction SMILES: O1C2C=CC(O)=CC=2OC1.[O:11]1[C:15]2[CH:16]=[C:17]([OH:20])[CH:18]=[CH:19][C:14]=2[CH2:13][CH2:12]1.C1(CCN2C3C(=CC=CC=3)C(=O)C2=O)CC1.[C:37]1([CH:43]([C:55]2[CH:60]=[CH:59][CH:58]=[CH:57][CH:56]=2)[N:44]2[C:52]3[C:47](=[CH:48][CH:49]=[CH:50][CH:51]=3)[C:46](=[O:53])[C:45]2=[O:54])[CH:42]=[CH:41][CH:40]=[CH:39][CH:38]=1>>[C:55]1([CH:43]([C:37]2[CH:42]=[CH:41][CH:40]=[CH:39][CH:38]=2)[N:44]2[C:52]3[C:47](=[CH:48][CH:49]=[CH:50][CH:51]=3)[C:46]([OH:53])([C:18]3[C:17]([OH:20])=[CH:16][C:15]4[O:11][CH2:12][CH2:13][C:14]=4[CH:19]=3)[C:45]2=[O:54])[CH:56]=[CH:57][CH:58]=[CH:59][CH:60]=1. Procedure details: Following the procedure as described in PREPARATION 2B, and making non-critical variations to replace 1,3-benzodioxol-5-ol with 2,3-dihydrobenzofuran-6-ol (Foster et al., J. Chem. Soc. 1948:2254-2258) and 1-(2-cyclopropylethyl)-1H-indole-2,3-dione with 1-(diphenylmethyl)-1H-indole-2,3-dione, the title compound was obtained (68%) as a white solid: MS (ES+) m/z 450.4 (M+1).